Dataset: the Open Reaction Database (ORD), a public repository of structured organic reaction records. Task: describe an organic reaction: reactants, conditions, products, and yield Reactants: C(C1=CC=CC=C1)OC=1C=C(C2=C(NC(CO2)=O)C1)C(CNC(CC1=CC=C(C=C1)C(C)C)(C)C)O (6-benzyloxy-8-{1-hydroxy-2-[2-(4-isopropylphenyl)-1,1-dimethylethylamino]ethyl}-4H-benzo[1,4]oxazin-3-one). Reagents/catalysts: [Pd] (palladium on charcoal). The solvent is CO (methanol). The product is OC=1C=C(C2=C(NC(CO2)=O)C1)C(CNC(CC1=CC=C(C=C1)C(C)C)(C)C)O (6-hydroxy-8-{1-hydroxy-2-[2-(4-isopropylphenyl)-1,1 dimethylethylamino]-ethyl}-4H-benzo [1,4]oxazin-3-one). RXN SMILES: C([O:8][C:9]1[CH:10]=[C:11]([CH:20]([OH:36])[CH2:21][NH:22][C:23]([CH3:35])([CH3:34])[CH2:24][C:25]2[CH:30]=[CH:29][C:28]([CH:31]([CH3:33])[CH3:32])=[CH:27][CH:26]=2)[C:12]2[O:17][CH2:16][C:15](=[O:18])[NH:14][C:13]=2[CH:19]=1)C1C=CC=CC=1>CO.[Pd]>[OH:8][C:9]1[CH:10]=[C:11]([CH:20]([OH:36])[CH2:21][NH:22][C:23]([CH3:34])([CH3:35])[CH2:24][C:25]2[CH:26]=[CH:27][C:28]([CH:31]([CH3:32])[CH3:33])=[CH:29][CH:30]=2)[C:12]2[O:17][CH2:16][C:15](=[O:18])[NH:14][C:13]=2[CH:19]=1. Reported procedure: 1.6 g (3.0 mmol) of 6-benzyloxy-8-{1-hydroxy-2-[2-(4-isopropylphenyl)-1,1-dimethylethylamino]ethyl}-4H-benzo[1,4]oxazin-3-one is dissolved in methanol and hydrogenated with palladium on charcoal as catalyst at normal pressure and ambient temperature. The catalyst is suction filtered, the solvent distilled off, and the residue recrystallized from isopropanol. White solid. Yield: 1.1 g (85%, hydrochloride); melting point 248° C.-250° C.; mass spectrometry: [M+H]+=399. The reactants are ClC=1C=C2C(CCOC2=CC1OC1=CC=C(C(=O)O)C=C1)C(=O)OCC (4-(6-chloro-4-(ethoxycarbonyl)chroman-7-yloxy)benzoic acid), O.ON1N=NC2=C1C=CC=C2 (1-hydroxybenzotriazole hydrate), ClC1=C(C(=CC(=C1)Cl)OC)CCN (2-(2,4-dichloro-6-methoxyphenyl)ethanamine), Cl.C(C)N=C=NCCCN(C)C (1-ethyl-(3-dimethylaminopropyl)carbodiimide hydrochloride). The solvent is CN(C)C=O (DMF), O (water). Conditions: time 8 hour. Yields the product ClC=1C=C2C(CCOC2=CC1OC1=CC=C(C=C1)C(NCCC1=C(C=C(C=C1OC)Cl)Cl)=O)C(=O)OCC (ethyl 6-chloro-7-(4-(2,4-dichloro-6-methoxyphenethylcarbamoyl)phenoxy)chroman-4-carboxylate). Yield: 48.4%. RXN SMILES: [Cl:1][C:2]1[CH:3]=[C:4]2[C:9](=[CH:10][C:11]=1[O:12][C:13]1[CH:21]=[CH:20][C:16]([C:17](O)=[O:18])=[CH:15][CH:14]=1)[O:8][CH2:7][CH2:6][CH:5]2[C:22]([O:24][CH2:25][CH3:26])=[O:23].O.ON1C2C=CC=CC=2N=N1.[Cl:38][C:39]1[CH:44]=[C:43]([Cl:45])[CH:42]=[C:41]([O:46][CH3:47])[C:40]=1[CH2:48][CH2:49][NH2:50].Cl.C(N=C=NCCCN(C)C)C>CN(C=O)C.O>[Cl:1][C:2]1[CH:3]=[C:4]2[C:9](=[CH:10][C:11]=1[O:12][C:13]1[CH:21]=[CH:20][C:16]([C:17](=[O:18])[NH:50][CH2:49][CH2:48][C:40]3[C:41]([O:46][CH3:47])=[CH:42][C:43]([Cl:45])=[CH:44][C:39]=3[Cl:38])=[CH:15][CH:14]=1)[O:8][CH2:7][CH2:6][CH:5]2[C:22]([O:24][CH2:25][CH3:26])=[O:23] |f:1.2,4.5|. Procedure details: To a stirred solution of 4-(6-chloro-4-(ethoxycarbonyl)chroman-7-yloxy)benzoic acid (Preparation 1; 0.75 g; 2.0 mmol), 1-hydroxybenzotriazole hydrate, and 2-(2,4-dichloro-6-methoxyphenyl)ethanamine (Preparation 7; 0.48 g, 2.19 mmol) in 6 mL DMF at ambient temperature was added solid 1-ethyl-(3-dimethylaminopropyl)carbodiimide hydrochloride (0.46 g; 2.4 mmol). The resulting solution was stirred at ambient temperature overnight for convenience. The solution was diluted with 60 mL water and after s... The reactants are CC(C)(C)OC(=O)N1CC(CS(=O)(=O)c2ccc(C#N)cc2)C1, C1COCCO1, Cl. Product: N#Cc1ccc(S(=O)(=O)CC2CNC2)cc1, Cl. As a reaction SMILES: [C:1](#[N:2])[c:3]1[cH:4][cH:5][c:6]([S:9](=[O:10])(=[O:11])[CH2:12][CH:13]2[CH2:14][N:15]([C:17]([O:18][C:19]([CH3:20])([CH3:21])[CH3:22])=[O:23])[CH2:16]2)[cH:7][cH:8]1.[CH2:25]1[O:26][CH2:27][CH2:28][O:29][CH2:30]1.[ClH:24]>>[C:1](#[N:2])[c:3]1[cH:4][cH:5][c:6]([S:9](=[O:10])(=[O:11])[CH2:12][CH:13]2[CH2:14][NH:15][CH2:16]2)[cH:7][cH:8]1.[ClH:24]. Starting materials: C(C1=CC=CC=C1)OC(=O)N1CC=2N(C3=CC=CC=C3C2CC1)CC(=O)OC(C)(C)C (2-Benzyloxycarbonyl-9-tert-butyloxycarbonylmethyl-1,2,3,4-tetrahydro-9H-pyrido-[3,4-b]indole). The reagents and catalysts are [Pd] (palladium on charcoal). Run in CO (methanol). The product is C(C)(C)(C)OC(=O)CN1C2=C(C3=CC=CC=C13)CCNC2 (9-tert-butyloxycarbonylmethyl-1,2,3,4-tetrahydro-9H-pyrido[3,4-b]indole). As a reaction SMILES: C(OC([N:11]1[CH2:23][CH2:22][C:21]2[C:20]3[C:15](=[CH:16][CH:17]=[CH:18][CH:19]=3)[N:14]([CH2:24][C:25]([O:27][C:28]([CH3:31])([CH3:30])[CH3:29])=[O:26])[C:13]=2[CH2:12]1)=O)C1C=CC=CC=1>[Pd].CO>[C:28]([O:27][C:25]([CH2:24][N:14]1[C:15]2[C:20](=[CH:19][CH:18]=[CH:17][CH:16]=2)[C:21]2[CH2:22][CH2:23][NH:11][CH2:12][C:13]1=2)=[O:26])([CH3:31])([CH3:29])[CH3:30]. Procedure details: 2-Benzyloxycarbonyl-9-tert-butyloxycarbonylmethyl-1,2,3,4-tetrahydro-9H-pyrido-[3,4-b]indole (3.28 g, 7.81 mmol) was stirred under an atmosphere of hydrogen in the presence of 10% palladium on charcoal (500 mg) in methanol (30 ml) at room temperature for two hours. The reaction mixture was filtered through a pad of celite and evaporated to dryness affording the product. (2.14 g, 96%). RXN SMILES: [C:1]([CH3:2])([CH3:3])([CH3:4])[c:5]1[c:6]([OH:18])[cH:7][c:8]2[c:13]([cH:14]1)[O:12][C:11]1([CH2:10][CH2:9]2)[CH2:15][CH2:16][CH2:17]1.[CH2:19]=[O:20].[CH2:21]1[CH2:22][O:23][CH2:24][CH2:25][NH:26]1.[O:27]1[CH2:28][CH2:29][O:30][CH2:31][CH2:32]1>>[C:1]([CH3:2])([CH3:3])([CH3:4])[c:5]1[c:6]([OH:18])[c:7]([CH2:19][N:26]2[CH2:21][CH2:22][O:23][CH2:24][CH2:25]2)[c:8]2[c:13]([cH:14]1)[O:12][C:11]1([CH2:10][CH2:9]2)[CH2:15][CH2:16][CH2:17]1. Starting materials: CC(C)(C)c1cc2c(cc1O)CCC1(CCC1)O2, C=O, C1COCCN1, C1COCCO1. Yields the product CC(C)(C)c1cc2c(c(CN3CCOCC3)c1O)CCC1(CCC1)O2. Reactants: [OH-].[Na+] (sodium hydroxide), ClC=1C=C(C=CC1OC(C)C)C1=NC(=NO1)C1=CC2=C(CCN(CC2)CCCC(=O)OCC)C=C1 (ethyl 4-[7-(5-{3-chloro-4-[(1-methylethyl)oxy]phenyl}-1,2,4-oxadiazol-3-yl)-1,2,4,5-tetrahydro-3H-3-benzazepin-3-yl]butanoate), C(C)(=O)O (acetic acid). Solvent: C(C)O (ethanol). Reaction conditions: time 90 minute. Product: ClC=1C=C(C=CC1OC(C)C)C1=NC(=NO1)C1=CC2=C(CCN(CC2)CCCC(=O)O)C=C1 (4-[7-(5-{3-Chloro-4-[(1-methylethyl)oxy]phenyl}-1,2,4-oxadiazol-3-yl)-1,2,4,5-tetrahydro-3H-3-benzazepin-3-yl]butanoic acid). Isolated yield 30.3%. RXN SMILES: [Cl:1][C:2]1[CH:3]=[C:4]([C:12]2[O:16][N:15]=[C:14]([C:17]3[CH:35]=[CH:34][C:20]4[CH2:21][CH2:22][N:23]([CH2:26][CH2:27][CH2:28][C:29]([O:31]CC)=[O:30])[CH2:24][CH2:25][C:19]=4[CH:18]=3)[N:13]=2)[CH:5]=[CH:6][C:7]=1[O:8][CH:9]([CH3:11])[CH3:10].[OH-].[Na+].C(O)(=O)C>C(O)C>[Cl:1][C:2]1[CH:3]=[C:4]([C:12]2[O:16][N:15]=[C:14]([C:17]3[CH:35]=[CH:34][C:20]4[CH2:21][CH2:22][N:23]([CH2:26][CH2:27][CH2:28][C:29]([OH:31])=[O:30])[CH2:24][CH2:25][C:19]=4[CH:18]=3)[N:13]=2)[CH:5]=[CH:6][C:7]=1[O:8][CH:9]([CH3:10])[CH3:11] |f:1.2|. Procedure details: A solution of ethyl 4-[7-(5-{3-chloro-4-[(1-methylethyl)oxy]phenyl}-1,2,4-oxadiazol-3-yl)-1,2,4,5-tetrahydro-3H-3-benzazepin-3-yl]butanoate (Preparation 50) (100 mg, 0.201 mmol) in ethanol (6 ml) was stirred at room temp and sodium hydroxide (1.5 ml, 3.00 mmol) added. The reaction mixture was stirred at room temperature for 90 mins and was then acidified with acetic acid to pH 5, and the mixture concentrated in vacuo. The resultant residue was dissolved in EtOAc (˜30 ml) and water (˜30 ml) and t...